Dataset: the Open Reaction Database (ORD), a public repository of structured organic reaction records. Task: describe an organic reaction: reactants, conditions, products, and yield The product is C1(=CCCCC1)C=1C=C(C(=O)NCC=2C(NC(=CC2C)C)=O)C=C(N1)C1=CC=C(C=C1)CN(C)C (2-(cyclohex-1-en-1-yl)-N-((4,6-dimethyl-2-oxo-1,2-dihydropyridin-3-yl)methyl)-6-(4-((dimethylamino)methyl)phenyl)isonicotinamide). Procedure: To a stirred solution of 2-chloro-N-((4,6-dimethyl-2-oxo-1,2-dihydropyridin-3-yl)methyl)-6-(4-((dimethylamino)methyl)phenyl)isonicotinamide (0.11 g, 0.25 mmol), boronic acid (0.059 g, 0.27 mmol) in dioxane/water mixture (3 mL+1.5 mL), Na2CO3 (0.098 g, 3.6 mmol) was added and reaction mass purged with argon for 15 min. Then Pd(PPh3)4 (0.028 g, 0.025 mmol) was added and argon was purged again for 10 min. Reaction mass was heated at 100° C. for 3 h. On completion, reaction mass filtered through cel... Reaction conditions: temperature 100 celsius. Starting materials: ClC=1C=C(C(=O)NCC=2C(NC(=CC2C)C)=O)C=C(N1)C1=CC=C(C=C1)CN(C)C (2-chloro-N-((4,6-dimethyl-2-oxo-1,2-dihydropyridin-3-yl)methyl)-6-(4-((dimethylamino)methyl)phenyl)isonicotinamide), B(O)O (boronic acid), C(=O)([O-])[O-].[Na+].[Na+] (Na2CO3). RXN SMILES: Cl[C:2]1[CH:3]=[C:4]([CH:18]=[C:19]([C:21]2[CH:26]=[CH:25][C:24]([CH2:27][N:28]([CH3:30])[CH3:29])=[CH:23][CH:22]=2)[N:20]=1)[C:5]([NH:7][CH2:8][C:9]1[C:10](=[O:17])[NH:11][C:12]([CH3:16])=[CH:13][C:14]=1[CH3:15])=[O:6].B(O)O.C([O-])([O-])=O.[Na+].[Na+]>O1CCOCC1.O.C1C=CC([P]([Pd]([P](C2C=CC=CC=2)(C2C=CC=CC=2)C2C=CC=CC=2)([P](C2C=CC=CC=2)(C2C=CC=CC=2)C2C=CC=CC=2)[P](C2C=CC=CC=2)(C2C=CC=CC=2)C2C=CC=CC=2)(C2C=CC=CC=2)C2C=CC=CC=2)=CC=1>[C:21]1([C:2]2[CH:3]=[C:4]([CH:18]=[C:19]([C:21]3[CH:26]=[CH:25][C:24]([CH2:27][N:28]([CH3:30])[CH3:29])=[CH:23][CH:22]=3)[N:20]=2)[C:5]([NH:7][CH2:8][C:9]2[C:10](=[O:17])[NH:11][C:12]([CH3:16])=[CH:13][C:14]=2[CH3:15])=[O:6])[CH2:26][CH2:25][CH2:24][CH2:23][CH:22]=1 |f:2.3.4,5.6,^1:50,52,71,90|. The reagents and catalysts are C=1C=CC(=CC1)[P](C=2C=CC=CC2)(C=3C=CC=CC3)[Pd]([P](C=4C=CC=CC4)(C=5C=CC=CC5)C=6C=CC=CC6)([P](C=7C=CC=CC7)(C=8C=CC=CC8)C=9C=CC=CC9)[P](C=1C=CC=CC1)(C=1C=CC=CC1)C=1C=CC=CC1 (Pd(PPh3)4). The solvent is O1CCOCC1.O (dioxane water).